This data is from the Open Reaction Database (ORD), a public repository of structured organic reaction records. The task is: describe an organic reaction: reactants, conditions, products, and yield Reactants: C(C)C=1C=C(C(=NC1)N1CCN(CC1)C(=O)C1=CC=C(C=C1)I)C ([4-(5-ethyl-3-methylpyridin-2-yl)piperazin-1-yl](4-iodophenyl)methanone), C[C@H]1CNC(O1)=O ((S)-5-methyloxazolidin-2-one). Yields the product C(C)C=1C=C(C(=NC1)N1CCN(CC1)C(=O)C1=CC=C(C=C1)N1C(O[C@H](C1)C)=O)C ((S)-3-{4-[4-(5-ethyl-3-methylpyridin-2-yl)piperazine-1-carbonyl]phenyl}-5-methyloxazolidin-2-one). Yield: 80.8%. Reaction SMILES: [CH2:1]([C:3]1[CH:4]=[C:5]([CH3:24])[C:6]([N:9]2[CH2:14][CH2:13][N:12]([C:15]([C:17]3[CH:22]=[CH:21][C:20](I)=[CH:19][CH:18]=3)=[O:16])[CH2:11][CH2:10]2)=[N:7][CH:8]=1)[CH3:2].[CH3:25][C@@H:26]1[O:30][C:29](=[O:31])[NH:28][CH2:27]1>>[CH2:1]([C:3]1[CH:4]=[C:5]([CH3:24])[C:6]([N:9]2[CH2:14][CH2:13][N:12]([C:15]([C:17]3[CH:22]=[CH:21][C:20]([N:28]4[CH2:27][C@H:26]([CH3:25])[O:30][C:29]4=[O:31])=[CH:19][CH:18]=3)=[O:16])[CH2:11][CH2:10]2)=[N:7][CH:8]=1)[CH3:2]. Reported procedure: By reaction and treatment in the same manner as in Example 149 and using [4-(5-ethyl-3-methylpyridin-2-yl)piperazin-1-yl](4-iodophenyl)methanone (435 mg) described in Preparation Example 177 and (S)-5-methyloxazolidin-2-one (121 mg) described in Preparation Example 42, the title compound (330 mg) was obtained.